The task is: describe an organic reaction: reactants, conditions, products, and yield. This data is from the Open Reaction Database (ORD), a public repository of structured organic reaction records. Starting materials: CCCc1cc(Sc2ccc(OCc3ccc(C(F)(F)F)cc3)c(C)c2)ccc1OCC(=O)OCC, C1CCOC1, Cl, [Li+], [OH-], O. The product is CCCc1cc(Sc2ccc(OCc3ccc(C(F)(F)F)cc3)c(C)c2)ccc1OCC(=O)O. RXN SMILES: [CH2:1]([CH3:2])[O:3][C:4]([CH2:5][O:6][c:7]1[c:8]([CH2:33][CH2:34][CH3:35])[cH:9][c:10]([S:13][c:14]2[cH:15][c:16]([CH3:32])[c:17]([O:20][CH2:21][c:22]3[cH:23][cH:24][c:25]([C:28]([F:29])([F:30])[F:31])[cH:26][cH:27]3)[cH:18][cH:19]2)[cH:11][cH:12]1)=[O:36].[CH2:41]1[O:42][CH2:43][CH2:44][CH2:45]1.[ClH:40].[Li+:38].[OH-:37].[OH2:39]>>[O:3]=[C:4]([CH2:5][O:6][c:7]1[c:8]([CH2:33][CH2:34][CH3:35])[cH:9][c:10]([S:13][c:14]2[cH:15][c:16]([CH3:32])[c:17]([O:20][CH2:21][c:22]3[cH:23][cH:24][c:25]([C:28]([F:29])([F:30])[F:31])[cH:26][cH:27]3)[cH:18][cH:19]2)[cH:11][cH:12]1)[OH:36]. Starting materials: FC=1C(=NC=CC1SC1=CN=C(S1)NC1=NC=CC(=C1)C)C(=O)NCC1(CCNCC1)C1=CC=CC=C1 (3-Fluoro-4-(2-(4-methylpyridin-2-ylamino)thiazol-5-ylthio)-N-((4-phenylpiperidin-4-yl)methyl)picolinamide), CN1CCN(CC1)C(=O)Cl (4-methylpiperazine-1-carbonyl chloride). The product is FC=1C(=NC=CC1SC1=CN=C(S1)NC1=NC=CC(=C1)C)C(=O)NCC1(CCN(CC1)C(=O)N1CCN(CC1)C)C1=CC=CC=C1 (3-Fluoro-N-((1-(4-methylpiperazine-1-carbonyl)-4-phenylpiperidin-4-yl)methyl)-4-(2-(4-methylpyridin-2-ylamino)thiazol-5-ylthio)picolinamide). RXN SMILES: [F:1][C:2]1[C:3]([C:22]([NH:24][CH2:25][C:26]2([C:32]3[CH:37]=[CH:36][CH:35]=[CH:34][CH:33]=3)[CH2:31][CH2:30][NH:29][CH2:28][CH2:27]2)=[O:23])=[N:4][CH:5]=[CH:6][C:7]=1[S:8][C:9]1[S:13][C:12]([NH:14][C:15]2[CH:20]=[C:19]([CH3:21])[CH:18]=[CH:17][N:16]=2)=[N:11][CH:10]=1.[CH3:38][N:39]1[CH2:44][CH2:43][N:42]([C:45](Cl)=[O:46])[CH2:41][CH2:40]1>>[F:1][C:2]1[C:3]([C:22]([NH:24][CH2:25][C:26]2([C:32]3[CH:33]=[CH:34][CH:35]=[CH:36][CH:37]=3)[CH2:27][CH2:28][N:29]([C:45]([N:42]3[CH2:43][CH2:44][N:39]([CH3:38])[CH2:40][CH2:41]3)=[O:46])[CH2:30][CH2:31]2)=[O:23])=[N:4][CH:5]=[CH:6][C:7]=1[S:8][C:9]1[S:13][C:12]([NH:14][C:15]2[CH:20]=[C:19]([CH3:21])[CH:18]=[CH:17][N:16]=2)=[N:11][CH:10]=1. Procedure: Following the procedure given for example 81, 3-fluoro-4-(2-(4-methylpyridin-2-ylamino)thiazol-5-ylthio)-N-((4-phenylpiperidin-4-yl)methyl)picolinamide (compound example 11) was reacted with 4-methylpiperazine-1-carbonyl chloride to give the title compound. LC/MS (M+H)+: 661. Ret. time: 1.46 min. (Condition G); analytical HPLC Ret. time: 6.16 min (Condition H).